Task: describe an organic reaction: reactants, conditions, products, and yield. Dataset: the Open Reaction Database (ORD), a public repository of structured organic reaction records The reactants are FC(C=1C=C(C=C(C1)C(F)(F)F)C(=C)O[C@@H]1[C@@H](N(CCO1)CC1=CC=CC=C1)C1=CC=C(C=C1)F)(F)F ((2R-cis)-2-[[1-[3.5-bis(trifluoromethyl)phenyl]-ethenyl]oxy]-3-(4-fluorophenyl)-4-(phenylmethyl)mopholine), C(C)(=O)OCC (ethyl acetate), [H][H] (hydrogen), FC(C=1C=C(C=C(C1)C(F)(F)F)C(=C)O[C@@H]1[C@@H](N(CCO1)CC1=CC=CC=C1)C1=CC=C(C=C1)F)(F)F ((2R-cis)-2-[[1-[3.5-bis(trifluoromethyl)phenyl]ethenyl]oxy]-3-(4-fluorophenyl)-4-(phenylmethyl)mopholine), [H][H] (hydrogen), crude product. The reagents and catalysts are [Pd] (palladium-on-carbon). Solvent: C(C)O (ethanol). Product: FC(C=1C=C(C=C(C1)C(F)(F)F)C(C)OC1OC=CN=C1C1=CC=C(C=C1)F)(F)F (1-[3,5-bis(trifluoromethyl)phenyl]ethoxy-3-(4-fluorophenyl)-1,4-oxazine). Yield: 159.3%. RXN SMILES: [F:1][C:2]([F:37])([F:36])[C:3]1[CH:4]=[C:5]([C:13]([O:15][C@H:16]2[O:21][CH2:20][CH2:19][N:18](CC3C=CC=CC=3)[C@H:17]2[C:29]2[CH:34]=[CH:33][C:32]([F:35])=[CH:31][CH:30]=2)=[CH2:14])[CH:6]=[C:7]([C:9]([F:12])([F:11])[F:10])[CH:8]=1.C(OCC)(=O)C.[H][H]>[Pd].C(O)C>[F:37][C:2]([F:1])([F:36])[C:3]1[CH:4]=[C:5]([CH:13]([O:15][CH:16]2[C:17]([C:29]3[CH:34]=[CH:33][C:32]([F:35])=[CH:31][CH:30]=3)=[N:18][CH:19]=[CH:20][O:21]2)[CH3:14])[CH:6]=[C:7]([C:9]([F:10])([F:12])[F:11])[CH:8]=1. Procedure: A solution of (2R-cis)-2-[[1-[3.5-bis(trifluoromethyl)phenyl]-ethenyl]oxy]-3-(4-fluorophenyl)-4-(phenylmethyl)mopholine (1082 g, 94% pure, 1.94 moles) in 1:1 ethyl acetate:ethanol (13 L) was mixed with 10% palladium-on-carbon (165 g). The resulting slurry was treated with hydrogen (40 psi, 20-25° C.) for 12 hours. The reaction was monitored by hydrogen uptake and HPLC. The vessel was vented, and the catalyst was removed by filtration. After washing the catalyst with 1:1 ethyl acetate:ethanol (6 ... Reactants: CN1N=C(C2=CC=CC=C12)C1=CN=C2C(=N1)C(=CN2COC(C(C)(C)C)=O)C(=O)OC (methyl 2-(1-methyl-1H-indazol-3-yl)-5-(pivaloyloxymethyl)-5H-pyrrolo[3,2-b]pyrazine-7-carboxylate), [OH-].[K+] (potassium hydroxide). The solvent is O (water), O1CCOCC1 (1,4-dioxane). Yields the product CN1N=C(C2=CC=CC=C12)C1=CN=C2C(=N1)C(=CN2)C(=O)O (2-(1-methyl-1H-indazol-3-yl)-5H-pyrrolo[3,2-b]pyrazine-7-carboxylic acid). Isolated yield 113.7%. Reaction SMILES: [CH3:1][N:2]1[C:10]2[C:5](=[CH:6][CH:7]=[CH:8][CH:9]=2)[C:4]([C:11]2[N:16]=[C:15]3[C:17]([C:28]([O:30]C)=[O:29])=[CH:18][N:19](COC(=O)C(C)(C)C)[C:14]3=[N:13][CH:12]=2)=[N:3]1.[OH-].[K+]>O.O1CCOCC1>[CH3:1][N:2]1[C:10]2[C:5](=[CH:6][CH:7]=[CH:8][CH:9]=2)[C:4]([C:11]2[N:16]=[C:15]3[C:17]([C:28]([OH:30])=[O:29])=[CH:18][NH:19][C:14]3=[N:13][CH:12]=2)=[N:3]1 |f:1.2|. Reported procedure: A mixture of methyl 2-(1-methyl-1H-indazol-3-yl)-5-(pivaloyloxymethyl)-5H-pyrrolo[3,2-b]pyrazine-7-carboxylate (150 mg, 0.36 mmol), potassium hydroxide (280 mg, 5 mmol) in 2.5 mL of water and 5 mL of 1,4-dioxane was heated to reflux for 90 mins. The reaction mixture was cooled to room temperature, evaporated, acidified with 1N HCl, then filtered and dried to give 2-(1-methyl-1H-indazol-3-yl)-5H-pyrrolo[3,2-b]pyrazine-7-carboxylic acid (120 mg, crude) as a brown solid. LCMS: (M+H)+=294. Used into... Starting materials: Cc1cc2cc(N)ccc2[nH]1, OCc1cccc(-c2cc3nccc(Cl)c3s2)n1. Yields the product Cc1cc2cc(Nc3ccnc4cc(-c5cccc(CO)n5)sc34)ccc2[nH]1. As a reaction SMILES: [CH3:19][c:20]1[nH:21][c:22]2[cH:23][cH:24][c:25]([NH2:29])[cH:26][c:27]2[cH:28]1.[Cl:1][c:2]1[c:3]2[c:4]([n:5][cH:6][cH:7]1)[cH:8][c:9](-[c:11]1[cH:12][cH:13][cH:14][c:15]([CH2:17][OH:18])[n:16]1)[s:10]2>>[c:2]1([NH:29][c:25]2[cH:24][cH:23][c:22]3[nH:21][c:20]([CH3:19])[cH:28][c:27]3[cH:26]2)[c:3]2[c:4]([n:5][cH:6][cH:7]1)[cH:8][c:9](-[c:11]1[cH:12][cH:13][cH:14][c:15]([CH2:17][OH:18])[n:16]1)[s:10]2. The reactants are C=C(P(C1=CC=CC=C1)C2=CC=CC=C2)P(C3=CC=CC=C3)C4=CC=CC=C4.CCCCCC (VDPP hexane). Run in CCCCCC (hexane). Product: C=C(P(C1=CC=CC=C1)C2=CC=CC=C2)P(C3=CC=CC=C3)C4=CC=CC=C4 (VDPP). Reaction SMILES: [CH2:1]=[C:2]([P:16]([C:23]1[CH:28]=[CH:27][CH:26]=[CH:25][CH:24]=1)[C:17]1[CH:22]=[CH:21][CH:20]=[CH:19][CH:18]=1)[P:3]([C:10]1[CH:15]=[CH:14][CH:13]=[CH:12][CH:11]=1)[C:4]1[CH:9]=[CH:8][CH:7]=[CH:6][CH:5]=1.CCCCCC>CCCCCC>[CH2:1]=[C:2]([P:3]([C:10]1[CH:15]=[CH:14][CH:13]=[CH:12][CH:11]=1)[C:4]1[CH:5]=[CH:6][CH:7]=[CH:8][CH:9]=1)[P:16]([C:23]1[CH:28]=[CH:27][CH:26]=[CH:25][CH:24]=1)[C:17]1[CH:18]=[CH:19][CH:20]=[CH:21][CH:22]=1 |f:0.1|. Reported procedure: Sample 6 was the same as Sample 5 with a couple of exceptions. Ingredient 4, DTHFP/hexane, was added at 0.37 kg/hr (0.10 M DTHFP). An additional ingredient, VDPP/hexane (0.18 kg/hr, 0.2 M VDPP) was mixed with ingredients 3, 4, 5, and 6 and allowed to mix for about 14 minutes prior to entering the bottom of the reactor. Polymer properties for Sample 6 were 33 ML4, 2.3 sec t-80, and 99.7% conversion.